This data is from the Open Reaction Database (ORD), a public repository of structured organic reaction records. The task is: describe an organic reaction: reactants, conditions, products, and yield Starting materials: COCCOc1ccnc(Cl)c1, NN, c1ccncc1. Yields the product COCCOc1ccnc(NN)c1. RXN SMILES: [Cl:3][c:4]1[n:5][cH:6][cH:7][c:8]([O:10][CH2:11][CH2:12][O:13][CH3:14])[cH:9]1.[NH2:1][NH2:2].[cH:15]1[cH:16][cH:17][n:18][cH:19][cH:20]1>>[NH:1]([NH2:2])[c:4]1[n:5][cH:6][cH:7][c:8]([O:10][CH2:11][CH2:12][O:13][CH3:14])[cH:9]1. The reactants are c1ccc2c(C3CCNCC3)c[nH]c2c1, C1COCCO1, CN(C)C1(c2ccccc2)CCC(NC(=O)Oc2ccccc2)CC1. The product is CN(C)C1(c2ccccc2)CCC(NC(=O)N2CCC(c3c[nH]c4ccccc34)CC2)CC1. Reaction SMILES: [NH:26]1[CH2:27][CH2:28][CH:29]([c:32]2[cH:33][nH:34][c:35]3[cH:36][cH:37][cH:38][cH:39][c:40]23)[CH2:30][CH2:31]1.[O:41]1[CH2:42][CH2:43][O:44][CH2:45][CH2:46]1.[c:1]1([O:2][C:8]([NH:9][CH:10]2[CH2:11][CH2:12][C:13]([c:16]3[cH:17][cH:18][cH:19][cH:20][cH:21]3)([N:22]([CH3:23])[CH3:24])[CH2:14][CH2:15]2)=[O:25])[cH:3][cH:4][cH:5][cH:6][cH:7]1>>[C:8]([NH:9][CH:10]1[CH2:11][CH2:12][C:13]([c:16]2[cH:17][cH:18][cH:19][cH:20][cH:21]2)([N:22]([CH3:23])[CH3:24])[CH2:14][CH2:15]1)(=[O:25])[N:26]1[CH2:27][CH2:28][CH:29]([c:32]2[cH:33][nH:34][c:35]3[cH:36][cH:37][cH:38][cH:39][c:40]23)[CH2:30][CH2:31]1. Starting materials: [Na]C(C(=O)OC)C(C1=CC=C(C=C1)OC)=O (methyl 2-sodio-2-(4′-methoxybenzoyl)acetate), NC1=CC=C(C=C1)C (4-toluidine), C(C)(=O)O (acetic acid). Solvent: C=1(C(=CC=CC1)C)C (xylene), C=1(C(=CC=CC1)C)C (xylene), C=1(C(=CC=CC1)C)C (Xylene). The product is COC1=CC=C(C(=O)CC(=O)NC2=CC=C(C=C2)C)C=C1 (N-(4′-methoxybenzoylacetyl)-4-methylaniline). Reaction SMILES: [Na][CH:2]([C:7](=[O:16])[C:8]1[CH:13]=[CH:12][C:11]([O:14][CH3:15])=[CH:10][CH:9]=1)[C:3]([O:5]C)=O.[NH2:17][C:18]1[CH:23]=[CH:22][C:21]([CH3:24])=[CH:20][CH:19]=1.C(O)(=O)C>C1(C)C(C)=CC=CC=1>[CH3:15][O:14][C:11]1[CH:12]=[CH:13][C:8]([C:7]([CH2:2][C:3]([NH:17][C:18]2[CH:23]=[CH:22][C:21]([CH3:24])=[CH:20][CH:19]=2)=[O:5])=[O:16])=[CH:9][CH:10]=1. Procedure: A solution of the methyl 2-sodio-2(4′-methoxybenzoyl) acetate salt prepared in Example 1(44.60 g, 0.194 mol) and 4-toluidine (20.85 g, 0.195 mol) in xylene (300 ml) was stirred and heated over 1 hour. Glacial acetic acid (11.7 g, 0.195 mol) in xylene (100 ml) was added which caused the mixture to become viscous. The mixture was then heated at reflux for 6 hours and allowed to cool to room temperature. Xylene (200 ml) was added to reduce the viscosity of the mixture. This solution was heated at r... Reactants: ClCCOC1=CC=C(C=C1)C1OC2=CC(=CC=C2C(=C1C=1C(=NC(=NC1)OC)OC)C)OCOCC[Si](C)(C)C (5-[2-[4-(2-Chloro-ethoxy)-phenyl]-4-methyl-7-(2-trimethylsilanyl-ethoxymethoxy)-2H-chromen-3-yl]-2,4-dimethoxy-pyrimidine), C(C)NCC (diethyl amine). Product: C(C)N(CCOC1=CC=C(C=C1)C1OC2=CC(=CC=C2C(=C1C=1C(=NC(=NC1)OC)OC)C)O)CC (2-[4-(2-Diethylamino-ethoxy)-phenyl]-3-(2,4-dimethoxy-pyrimidin-5-yl)-4-methyl-2H-chromen-7-ol). Reaction SMILES: Cl[CH2:2][CH2:3][O:4][C:5]1[CH:10]=[CH:9][C:8]([CH:11]2[C:20]([C:21]3[C:22]([O:29][CH3:30])=[N:23][C:24]([O:27][CH3:28])=[N:25][CH:26]=3)=[C:19]([CH3:31])[C:18]3[C:13](=[CH:14][C:15]([O:32]COCC[Si](C)(C)C)=[CH:16][CH:17]=3)[O:12]2)=[CH:7][CH:6]=1.[CH2:41]([NH:43][CH2:44][CH3:45])[CH3:42]>>[CH2:41]([N:43]([CH2:44][CH3:45])[CH2:2][CH2:3][O:4][C:5]1[CH:6]=[CH:7][C:8]([CH:11]2[C:20]([C:21]3[C:22]([O:29][CH3:30])=[N:23][C:24]([O:27][CH3:28])=[N:25][CH:26]=3)=[C:19]([CH3:31])[C:18]3[C:13](=[CH:14][C:15]([OH:32])=[CH:16][CH:17]=3)[O:12]2)=[CH:9][CH:10]=1)[CH3:42]. Reported procedure: The title product was prepared as a white solid according to the procedure described in Example 34 using 5-[2-[4-(2-Chloro-ethoxy)-phenyl]-4-methyl-7-(2-trimethylsilanyl-ethoxymethoxy)-2H-chromen-3-yl]-2,4-dimethoxy-pyrimidine and diethyl amine as the starting material. Run in C(C)O (ethanol). Yields the product C=C1C(CC(C(C1O)O)O[Si](C1=CC=CC=C1)(C1=CC=CC=C1)C(C)(C)C)=CC(=O)OCC (ethyl (2-methylene-3,4-dihydroxy-5-(tert-butyldiphenylsilyloxy)cyclohexylidene)acetate). Reported procedure: Ethyl (2-methylene-3,4-(dimethylmethylenedioxy)-5-(tert-butyldiphenylsilyloxy)cyclohexylidene)acetate (0.506 g) was dissolved in 10 ml of ethanol, and a catalytic amount of p-toluenesulfonic acid was added, followed by stirring the mixture at room temperature for 5 hours. Water was added to the reaction mixture, and extraction was conducted with diethyl ether. The extract was washed with a saturated sodium chloride aqueous solution, dried over anhydrous magnesium sulfate, and concentrated under ... Starting materials: C(C)OCC (diethyl ether), C=C1C(CC(C2C1OC(O2)(C)C)O[Si](C2=CC=CC=C2)(C2=CC=CC=C2)C(C)(C)C)=CC(=O)OCC (Ethyl (2-methylene-3,4-(dimethylmethylenedioxy)-5-(tert-butyldiphenylsilyloxy)cyclohexylidene)acetate), O (Water), C1(=CC=C(C=C1)S(=O)(=O)O)C (p-toluenesulfonic acid). Isolated yield 86.9%. Reaction conditions: time 5 hour. As a reaction SMILES: [CH2:1]=[C:2]1[CH:7]2[O:8]C(C)(C)[O:10][CH:6]2[CH:5]([O:13][Si:14]([C:27]([CH3:30])([CH3:29])[CH3:28])([C:21]2[CH:26]=[CH:25][CH:24]=[CH:23][CH:22]=2)[C:15]2[CH:20]=[CH:19][CH:18]=[CH:17][CH:16]=2)[CH2:4][C:3]1=[CH:31][C:32]([O:34][CH2:35][CH3:36])=[O:33].C1(C)C=CC(S(O)(=O)=O)=CC=1.O.C(OCC)C>C(O)C>[CH2:1]=[C:2]1[CH:7]([OH:8])[CH:6]([OH:10])[CH:5]([O:13][Si:14]([C:27]([CH3:30])([CH3:28])[CH3:29])([C:15]2[CH:20]=[CH:19][CH:18]=[CH:17][CH:16]=2)[C:21]2[CH:26]=[CH:25][CH:24]=[CH:23][CH:22]=2)[CH2:4][C:3]1=[CH:31][C:32]([O:34][CH2:35][CH3:36])=[O:33]. Run in C(C)O (ethanol), C(C)O (ethanol), Cl (HCl), C(C)O (ethanol), O (water). Procedure: The mixture of 2-bis(ethoxycarbonyl)methyl-5-fluoro-3-nitropyridine and diethyl malonate was dissolved in ethanol (100 mL) and added to a suspension of 50% Raney nickel in water (7.8 g) diluted with ethanol (150 mL). The mixture was hydrogenated in a Parr shaker at 3 atmospheres pressure overnight and then filtered through diatomaceous earth (Celite (trademark)) to remove the catalyst. The solvent was removed in vacuo to leave a mixture of 3-amino-2-bis(ethoxycarbonyl)methyl-5-fluoropyridine and... Product: FC1=CN=C2CC(NC2=C1)=O (6-Fluoro-4-azaoxindole). Reagents/catalysts: [Ni] (Raney nickel). RXN SMILES: C([O:3][C:4]([CH:6](C(OCC)=O)[C:7]1[C:12]([N+:13]([O-])=O)=[CH:11][C:10]([F:16])=[CH:9][N:8]=1)=O)C.C(OCC)(=O)CC(OCC)=O.NC1C(C(C(OCC)=O)C(OCC)=O)=NC=C(F)C=1>C(O)C.[Ni].O.Cl>[F:16][C:10]1[CH:11]=[C:12]2[C:7]([CH2:6][C:4](=[O:3])[NH:13]2)=[N:8][CH:9]=1. The reactants are NC=1C(=NC=C(C1)F)C(C(=O)OCC)C(=O)OCC (3-amino-2-bis(ethoxycarbonyl)methyl-5-fluropyridine), C(CC(=O)OCC)(=O)OCC (diethyl malonate), NC=1C(=NC=C(C1)F)C(C(=O)OCC)C(=O)OCC (3-amino-2-bis(ethoxycarbonyl)methyl-5-fluoropyridine), C(CC(=O)OCC)(=O)OCC (diethyl malonate), C(C)OC(=O)C(C1=NC=C(C=C1[N+](=O)[O-])F)C(=O)OCC (2-bis(ethoxycarbonyl)methyl-5-fluoro-3-nitropyridine), C(CC(=O)OCC)(=O)OCC (diethyl malonate). Starting materials: 2-(3'-hydroxyphenyl)-1-oxa-4-azospiro[4,5]decane hydrochloride, Cl.OC=1C=C(C=CC1)C(CN)O (1-(3'-hydroxyphenyl)-2-amino-ethanol hydrochloride), O (water), C1(CCCCC1)=O (cyclohexanone), O (water). Solvent: C1=CC=CC=C1 (benzene), C1=CC=CC=C1 (benzene). Yields the product OC=1C=C(C=CC1)C1OC2(NC1)CCCCC2 (2-(3'-HYDROXYPHENYL)-1-OXA-4-AZASPIRO[4,5]DECANE). As a reaction SMILES: Cl.[OH:2][C:3]1[CH:4]=[C:5]([CH:9]([OH:12])[CH2:10][NH2:11])[CH:6]=[CH:7][CH:8]=1.[C:13]1(=O)[CH2:18][CH2:17][CH2:16][CH2:15][CH2:14]1.O>C1C=CC=CC=1>[OH:2][C:3]1[CH:4]=[C:5]([CH:9]2[CH2:10][NH:11][C:13]3([CH2:18][CH2:17][CH2:16][CH2:15][CH2:14]3)[O:12]2)[CH:6]=[CH:7][CH:8]=1 |f:0.1|. Reported procedure: A suspension of 20 g. of 1-(3'-hydroxyphenyl)-2-amino-ethanol hydrochloride in 100 ml. of cyclohexanone is heated, while stirring vigorously, in a three-necked flask equipped with a dropping funnel, water separator, and thermometer. Above a temperature of 80°C., up to 100 ml. of benzene are added dropwise in such a manner so that the water of reaction formed together with the benzene is distilled of azeotropically. The temperature of the flask contents is, at the finish, about 130°C. After cooli...